describe an organic reaction: reactants, conditions, products, and yield From a dataset of the Open Reaction Database (ORD), a public repository of structured organic reaction records. The reactants are ClC1=CC2=C(CC(N(N=C2C2=CC(=C(C=C2)[N+](=O)[O-])C)C(CC)=O)C)C=C1 ((±)-4,5-dihydro-8-chloro-4-methyl-1-(3-methyl-4-nitrophenyl)-3-propionyl-3H-2,3-benzodiazepine), O.NN (hydrazine hydrate). Reagents/catalysts: [Ni] (Raney nickel). The solvent is CO (methanol), ClCCl (dichloromethane). Reaction conditions: time 45 minute. Product: NC1=C(C=C(C=C1)C1=NN(C(CC2=C1C=C(C=C2)Cl)C)C(CC)=O)C ((±)-1-(4-Amino-3-methylphenyl)-4,5-dihydro-8-chloro-4-methyl-3-propionyl-3H-2,3-benzodiazepine). Isolated yield 55.9%. Reaction SMILES: [Cl:1][C:2]1[CH:27]=[CH:26][C:5]2[CH2:6][CH:7]([CH3:25])[N:8]([C:21](=[O:24])[CH2:22][CH3:23])[N:9]=[C:10]([C:11]3[CH:16]=[CH:15][C:14]([N+:17]([O-])=O)=[C:13]([CH3:20])[CH:12]=3)[C:4]=2[CH:3]=1.O.NN>CO.ClCCl.[Ni]>[NH2:17][C:14]1[CH:15]=[CH:16][C:11]([C:10]2[C:4]3[CH:3]=[C:2]([Cl:1])[CH:27]=[CH:26][C:5]=3[CH2:6][CH:7]([CH3:25])[N:8]([C:21](=[O:24])[CH2:22][CH3:23])[N:9]=2)=[CH:12][C:13]=1[CH3:20] |f:1.2|. Procedure: 3.86 g (10 mmoles) of (±)-4,5-dihydro-8-chloro-4-methyl-1-(3-methyl-4-nitrophenyl)-3-propionyl-3H-2,3-benzodiazepine are dissolved in a mixture of 80 cm3 of methanol and 13 cm3 of dichloromethane, then 3.0 g of wet Raney nickel catalyst and, under vigorous stirring, 1.7 cm3 (35 mmoles) of 98% hydrazine hydrate are added. The reaction mixture is stirred for further 45 minutes, the catalyst is filtered, washed with dichloromethane, the filtrate is evaporated, and the residue is rubbed with 50 cm3 ... Procedure: A slurry of 4,5-dichloro-2-(3,4-dichlorophenyl)pyrrole-3-carbonitrile (15.3 g, 0.05 mol) and tetrahydrofuran (80 mL) is cooled to 10° C. and treated portionwise over 20 minutes with sodium hydride (2.2 g, 60% in oil, 0.055 mol). After stirring for 15 minutes this solution is added dropwise to a 50° C. solution of N-(hydroxymethyl)acetamide acetate (ester) (9.18 g, 0.07 mol) and tetrahydrofuran (20 mL). The reaction mixture is refluxed for two hours, cooled to room temperature, diluted with water... Reaction conditions: time 15 minute. Reaction SMILES: [Cl:1][C:2]1[C:3]([C:16]#[N:17])=[C:4]([C:8]2[CH:13]=[CH:12][C:11]([Cl:14])=[C:10]([Cl:15])[CH:9]=2)[NH:5][C:6]=1[Cl:7].O1CCCC1.[H-].[Na+].C(O)(=O)C.O[CH2:30][NH:31][C:32](=[O:34])[CH3:33]>O.C(Cl)Cl.C(OCC)(=O)C.C(Cl)Cl>[Cl:7][C:6]1[N:5]([CH2:30][NH:31][C:32](=[O:34])[CH3:33])[C:4]([C:8]2[CH:13]=[CH:12][C:11]([Cl:14])=[C:10]([Cl:15])[CH:9]=2)=[C:3]([C:16]#[N:17])[C:2]=1[Cl:1] |f:2.3,4.5,8.9|. Yields the product ClC=1N(C(=C(C1Cl)C#N)C1=CC(=C(C=C1)Cl)Cl)CNC(C)=O (N-{[2,3-dichloro-4-cyano-5-(3,4-dichlorophenyl)pyrrol-1-yl]methyl}acetamide), crystals. Run in C(Cl)Cl (methylene chloride), O (water), C(C)(=O)OCC.C(Cl)Cl (ethyl acetate methylene chloride). Starting materials: C(C)(=O)O.OCNC(C)=O (N-(hydroxymethyl)acetamide acetate), O1CCCC1 (tetrahydrofuran), [H-].[Na+] (sodium hydride), ClC=1C(=C(NC1Cl)C1=CC(=C(C=C1)Cl)Cl)C#N (4,5-dichloro-2-(3,4-dichlorophenyl)pyrrole-3-carbonitrile), O1CCCC1 (tetrahydrofuran). Reactants: C(C)OC(=O)C=1N(C(=C2C=C(C=CC12)Cl)C1=CC=CC=C1)CCCOS(=O)(=O)C (5-chloro-2-{3-[(methylsulfonyl)oxy]propyl}-3-phenylisoindole-1-carboxylic acid ethyl ester), CNCCCC (N-methylbutylamine). The solvent is CC(=O)C (acetone). Product: Cl.C(C)OC(=O)C=1N(C(=C2C=C(C=CC12)Cl)C1=CC=CC=C1)CCCN(C)CCCC (2-[3-(butylmethylamino)propyl]-5-chloro-3-phenylisoindole-1-carboxylic acid ethyl ester hydrochloride). As a reaction SMILES: [CH2:1]([O:3][C:4]([C:6]1[N:7]([CH2:22][CH2:23][CH2:24]OS(C)(=O)=O)[C:8]([C:16]2[CH:21]=[CH:20][CH:19]=[CH:18][CH:17]=2)=[C:9]2[C:14]=1[CH:13]=[CH:12][C:11]([Cl:15])=[CH:10]2)=[O:5])[CH3:2].[CH3:30][NH:31][CH2:32][CH2:33][CH2:34][CH3:35]>CC(C)=O>[ClH:15].[CH2:1]([O:3][C:4]([C:6]1[N:7]([CH2:22][CH2:23][CH2:24][N:31]([CH2:32][CH2:33][CH2:34][CH3:35])[CH3:30])[C:8]([C:16]2[CH:21]=[CH:20][CH:19]=[CH:18][CH:17]=2)=[C:9]2[C:14]=1[CH:13]=[CH:12][C:11]([Cl:15])=[CH:10]2)=[O:5])[CH3:2] |f:3.4|. Reported procedure: A solution of 4.36 g. of 5-chloro-2-{3-[(methylsulfonyl)oxy]propyl}-3-phenylisoindole-1-carboxylic acid ethyl ester in 40 ml. of acetone is treated with 10 ml. of N-methylbutylamine and boiled at reflux for 5 hours. The mixture is then concentrated to dryness under reduced pressure and the residue partitioned between 50 ml. of water and 50 ml. of ether. The ethereal phase is treated with 30 ml. of 0.5-N hydrochloric acid and the mixture thoroughly shaken. After cooling in an ice-bath, the crysta... Starting materials: N#CNC(=S)Nc1ccccc1, CN(C)CCCCCN=C=N, CN(C)C=O, Cl, CC1(C)Oc2ccc(C#N)cc2C(N)C1O. The product is CC1(C)Oc2ccc(C#N)cc2C(NC(=NC#N)Nc2ccccc2)C1O. As a reaction SMILES: [C:1](#[N:2])[NH:3][C:4](=[S:5])[NH:6][c:7]1[cH:8][cH:9][cH:10][cH:11][cH:12]1.[CH3:30][N:31]([CH3:32])[CH2:33][CH2:34][CH2:35][CH2:36][CH2:37][N:38]=[C:39]=[NH:40].[CH3:41][N:42]([CH3:43])[CH:44]=[O:45].[ClH:29].[NH2:13][CH:14]1[CH:15]([OH:28])[C:16]([CH3:26])([CH3:27])[O:17][c:18]2[c:19]1[cH:20][c:21]([C:24]#[N:25])[cH:22][cH:23]2>>[C:1](#[N:2])[N:3]=[C:4]([NH:6][c:7]1[cH:8][cH:9][cH:10][cH:11][cH:12]1)[NH:13][CH:14]1[CH:15]([OH:28])[C:16]([CH3:26])([CH3:27])[O:17][c:18]2[c:19]1[cH:20][c:21]([C:24]#[N:25])[cH:22][cH:23]2.